From a dataset of the Open Reaction Database (ORD), a public repository of structured organic reaction records. describe an organic reaction: reactants, conditions, products, and yield The reactants are OC=1C=CC=C2C(NC(=NC12)C1=CC=C(C=C1)[N+](=O)[O-])=O (8-Hydroxy-2-(4'-nitrophenyl)quinazolin-4-[3 H]-one), COC=1C(=C(C(=O)N)C=CC1)N (3-methoxy-2-aminobenzamide), [H][H] (hydrogen). Reagents/catalysts: [C].[Pd] (palladium-carbon). Run in CO (methanol), CO (methanol). Yields the product OC=1C=CC=C2C(NC(=NC12)C1=CC=C(C=C1)N)=O (8-Hydroxy-2-(4'-aminophenyl)quinazolin-4-[3 H]-one). As a reaction SMILES: [OH:1][C:2]1[CH:3]=[CH:4][CH:5]=[C:6]2[C:11]=1[N:10]=[C:9]([C:12]1[CH:17]=[CH:16][C:15]([N+:18]([O-])=O)=[CH:14][CH:13]=1)[NH:8][C:7]2=[O:21].COC1C(N)=C(C=CC=1)C(N)=O.[H][H]>CO.[C].[Pd]>[OH:1][C:2]1[CH:3]=[CH:4][CH:5]=[C:6]2[C:11]=1[N:10]=[C:9]([C:12]1[CH:17]=[CH:16][C:15]([NH2:18])=[CH:14][CH:13]=1)[NH:8][C:7]2=[O:21] |f:4.5|. Reported procedure: 8-Hydroxy-2-(4'-nitrophenyl)quinazolin-4-[3 H]-one, prepared from 3-methoxy-2-aminobenzamide as in Example 5, (50 mg, 0.18 mmol) was suspended in methanol (20 ml) with palladium-carbon catalyst (20 mg) and the reaction vessel was placed under the atmosphere of hydrogen at ambient temperature and pressure. The reaction mixture changed from a yellow suspension to a clear, colourless solution, whereupon the catalyst was removed by filtration through Celite™. The solvent was removed under vacuum to ... Reactants: Cc1nn(C)c(C(N)=O)c1Nc1ccccc1[N+](=O)[O-], CCO. Yields the product Cc1nn(C)c(C(N)=O)c1Nc1ccccc1N. Reaction SMILES: [CH3:1][n:2]1[n:3][c:4]([CH3:20])[c:5]([NH:10][c:11]2[c:12]([N+:17]([O-:18])=[O:19])[cH:13][cH:14][cH:15][cH:16]2)[c:6]1[C:7](=[O:8])[NH2:9].[CH3:21][CH2:22][OH:23]>>[CH3:1][n:2]1[n:3][c:4]([CH3:20])[c:5]([NH:10][c:11]2[c:12]([NH2:17])[cH:13][cH:14][cH:15][cH:16]2)[c:6]1[C:7](=[O:8])[NH2:9].